From a dataset of the Open Reaction Database (ORD), a public repository of structured organic reaction records. describe an organic reaction: reactants, conditions, products, and yield Reactants: C(=O)(N1C=NC=C1)N1C=NC=C1 (1,1′-carbonyldiimidazole), N1(C=NC=C1)C[C@H](C1=CC=CC=C1)OC1=C(C=2CCCC(C2C=C1)=O)CSC=1C=C(C(=O)O)C=CC1 (3-{[(2-{[(1S)-2-(1H-imidazol-1-yl)-1-phenylethyl]oxy}-5-oxo-5,6,7,8-tetrahydro-1-naphthalenyl)methyl]sulfanyl}benzoic acid), NCCO (2-aminoethanol). Run in O (Water). Run at time 20 minute. The product is OCCNC(C1=CC(=CC=C1)SCC1=C(C=CC=2C(CCCC12)=O)O[C@H](CN1C=NC=C1)C1=CC=CC=C1)=O (N-(2-Hydroxyethyl)-3-{[(2-{[(1S)-2-(1H-imidazol-1-yl)-1-phenylethyl]oxy}-5-oxo-5,6,7,8-tetrahydro-1-naphthalenyl)methyl]sulfanyl}benzamide). Yield: 81.2%. RXN SMILES: C(N1C=CN=C1)(N1C=CN=C1)=O.[N:13]1([CH2:18][C@@H:19]([O:26][C:27]2[CH:36]=[CH:35][C:34]3[C:33](=[O:37])[CH2:32][CH2:31][CH2:30][C:29]=3[C:28]=2[CH2:38][S:39][C:40]2[CH:41]=[C:42]([CH:46]=[CH:47][CH:48]=2)[C:43](O)=[O:44])[C:20]2[CH:25]=[CH:24][CH:23]=[CH:22][CH:21]=2)[CH:17]=[CH:16][N:15]=[CH:14]1.[NH2:49][CH2:50][CH2:51][OH:52]>O>[OH:52][CH2:51][CH2:50][NH:49][C:43](=[O:44])[C:42]1[CH:46]=[CH:47][CH:48]=[C:40]([S:39][CH2:38][C:28]2[C:29]3[CH2:30][CH2:31][CH2:32][C:33](=[O:37])[C:34]=3[CH:35]=[CH:36][C:27]=2[O:26][C@@H:19]([C:20]2[CH:25]=[CH:24][CH:23]=[CH:22][CH:21]=2)[CH2:18][N:13]2[CH:17]=[CH:16][N:15]=[CH:14]2)[CH:41]=1. Reported procedure: A mixture of 1,1′-carbonyldiimidazole (49 mg, 0.30 mmol, 0.60M in DMF) and 3-{[(2-{[(1S)-2-(1H-imidazol-1-yl)-1-phenylethyl]oxy}-5-oxo-5,6,7,8-tetrahydro-1-naphthalenyl)methyl]sulfanyl}benzoic acid (50 mg, 0.10 mmol, 0.20M in DMF) in a capped vial were placed in a heater-shaker at 55° C. for 20 min. It was removed from the heater-shaker and stood at room temperature. A solution of 2-aminoethanol (31 mg, 0.50 mmol, 1.0M in DMF) was added and the reaction mixture was further shaken at room tempera... Reactants: O (water), N1N=CC2=CC(=CC=C12)C=O (1H-indazole-5-carbaldehyde), N1N=CC2=CC(=CC=C12)C=O (1H-indazole-5-carbaldehyde), C(#N)\C=C(\C)/[O-].[Na+] (sodium (1Z)-1-cyanoprop-1-en-2-olate), C(C)(=O)O (acetic acid). The reagents and catalysts are N1CCCCC1 (piperidine). Run in ClCCl (dichloromethane). Product: N1N=CC2=CC(=CC=C12)\C=C(/C#N)\C(C)=O ((2E)-2-(1H-Indazol-5-ylmethylidene)-3-oxobutanenitrile). Isolated yield 131.5%. Reaction SMILES: [NH:1]1[C:9]2[C:4](=[CH:5][C:6]([CH:10]=O)=[CH:7][CH:8]=2)[CH:3]=[N:2]1.[C:12](/[CH:14]=[C:15](\[O-:17])/[CH3:16])#[N:13].[Na+].C(O)(=O)C.O>ClCCl.N1CCCCC1>[NH:1]1[C:9]2[C:4](=[CH:5][C:6](/[CH:10]=[C:14](/[C:15](=[O:17])[CH3:16])\[C:12]#[N:13])=[CH:7][CH:8]=2)[CH:3]=[N:2]1 |f:1.2|. Procedure: 10 g (68.4 mmol) 1H-indazole-5-carbaldehyde [preparation described in US 2005/0227968-A1 (Intermediate 1)], 7.91 g (75.2 mmol) sodium (1Z)-1-cyanoprop-1-en-2-olate, 4.89 ml (85.5 mmol) acetic acid and 0.68 ml (6.84 mmol) piperidine in dry dichloromethane (500 ml) were stirred at reflux temperature for 7 h using an inverse water separator. Upon cooling, a precipitate was formed which was collected by filtration and washed with dichloromethane. The solid was dried in vacuo to afford the crude titl...